Dataset: the Open Reaction Database (ORD), a public repository of structured organic reaction records. Task: describe an organic reaction: reactants, conditions, products, and yield Reactants: CC1=C(C(=C2C(=N1)SC1=C2CCC1)C=1SC=CC1)C(C(=O)OC)CCC (methyl [2-methyl-4-(2-thienyl)-6,7-dihydro-5H-cyclopenta[4,5]thieno[2,3-b]pyridin-3-yl]pentanoate), [OH-].[Na+] (sodium hydroxide), Cl (HCl). The solvent is CO (methanol). Conditions: temperature 100 celsius. Product: CC1=C(C(=C2C(=N1)SC1=C2CCC1)C=1SC=CC1)C(C(=O)O)CCC (2-[2-Methyl-4-(2-thienyl)-6,7-dihydro-5H-cyclopenta[4,5]thieno[2,3-b]pyridin-3-yl]pentanoic acid). Isolated yield 72.5%. RXN SMILES: [CH3:1][C:2]1[N:7]=[C:6]2[S:8][C:9]3[CH2:13][CH2:12][CH2:11][C:10]=3[C:5]2=[C:4]([C:14]2[S:15][CH:16]=[CH:17][CH:18]=2)[C:3]=1[CH:19]([CH2:24][CH2:25][CH3:26])[C:20]([O:22]C)=[O:21].[OH-].[Na+].Cl>CO>[CH3:1][C:2]1[N:7]=[C:6]2[S:8][C:9]3[CH2:13][CH2:12][CH2:11][C:10]=3[C:5]2=[C:4]([C:14]2[S:15][CH:16]=[CH:17][CH:18]=2)[C:3]=1[CH:19]([CH2:24][CH2:25][CH3:26])[C:20]([OH:22])=[O:21] |f:1.2|. Procedure details: To a solution of methyl [2-methyl-4-(2-thienyl)-6,7-dihydro-5H-cyclopenta[4,5]thieno[2,3-b]pyridin-3-yl]pentanoate (0.249 g, 0.646 mmol) in methanol (6.5 mL) was added a solution of sodium hydroxide 10 N (0.65 ml) and the mixture was heated at 100° C. for 18 h in a sealed tube. After cooling, the reaction mixture was acidified with 1N HCl (pH˜2) and partially concentrated under reduced pressure. The residue was partitioned between ethyl acetate and water. The organic layer was washed with brine,... Reaction SMILES: [Br:1][C:2]1[CH:26]=[CH:25][C:5]([CH2:6][O:7][C:8]2[CH:15]=[CH:14][C:11]([C:12]#N)=[CH:10][C:9]=2[CH:16]([N:20]2[CH:24]=[CH:23][N:22]=[CH:21]2)[CH2:17][CH2:18][CH3:19])=[CH:4][CH:3]=1.[OH-:27].[K+].C[OH:30]>>[Br:1][C:2]1[CH:26]=[CH:25][C:5]([CH2:6][O:7][C:8]2[CH:15]=[CH:14][C:11]([C:12]([OH:30])=[O:27])=[CH:10][C:9]=2[CH:16]([N:20]2[CH:24]=[CH:23][N:22]=[CH:21]2)[CH2:17][CH2:18][CH3:19])=[CH:4][CH:3]=1 |f:1.2|. The reactants are BrC1=CC=C(COC2=C(C=C(C#N)C=C2)C(CCC)N2C=NC=C2)C=C1 (4-(4-bromobenzyloxy)-3-[1-(1-imidazolyl)butyl]-benzonitrile), [OH-].[K+] (potassium hydroxide), CO (methanol). Product: BrC1=CC=C(COC2=C(C=C(C(=O)O)C=C2)C(CCC)N2C=NC=C2)C=C1 (4-(4-bromobenzyloxy)-3-[1-(1-imidazolyl)-butyl]-benzoic acid). Reported procedure: 1.5 g of 4-(4-bromobenzyloxy)-3-[1-(1-imidazolyl)butyl]-benzonitrile (of example 3) is reacted with 3 g of potassium hydroxide in an aqueous methanol solution for 24 hours under reflux. After working up, 1.1 g of 4-(4-bromobenzyloxy)-3-[1-(1-imidazolyl)-butyl]-benzoic acid with a melting point of 187°-189° C. is obtained. Reaction SMILES: [C:1]([C:4]([CH3:31])([CH2:9][C:10]1[CH:15]=[CH:14][C:13]([O:16][CH2:17][CH2:18][C:19]2[N:20]=[C:21]([C:25]3[CH:30]=[CH:29][CH:28]=[CH:27][CH:26]=3)[O:22][C:23]=2[CH3:24])=[CH:12][CH:11]=1)[C:5]([O:7]C)=[O:6])(=[O:3])[NH2:2].[OH-].[Na+].Cl.O>CO.O1CCCC1.C(OCC)(=O)C>[C:1]([C:4]([CH3:31])([CH2:9][C:10]1[CH:11]=[CH:12][C:13]([O:16][CH2:17][CH2:18][C:19]2[N:20]=[C:21]([C:25]3[CH:30]=[CH:29][CH:28]=[CH:27][CH:26]=3)[O:22][C:23]=2[CH3:24])=[CH:14][CH:15]=1)[C:5]([OH:7])=[O:6])(=[O:3])[NH2:2] |f:1.2,5.6|. Conditions: time 1 hour. Solvent: CO.O1CCCC1 (methanol tetrahydrofuran), C(C)(=O)OCC (ethyl acetate). Reported procedure: Methyl 2-carbamoyl-2-methyl-3-[4-[2-(5-methyl-2-phenyl-4-oxazolyl)ethoxy]phenyl]propionate (1.17 g, 2.77 mmol) obtained in Example 27 was dissolved in methanol-tetrahydrofuran (1:1, 20 ml). 1N Aqueous sodium hydroxide solution (10 ml) was added and the mixture was stirred at room temperature for 1 hr. 1N Hydrochloric acid was added to acidify the reaction mixture, and water (50 ml) and ethyl acetate (150 ml) were added for partition. The organic layer was washed with saturated brine (50 ml), dri... The product is C(N)(=O)C(C(=O)O)(CC1=CC=C(C=C1)OCCC=1N=C(OC1C)C1=CC=CC=C1)C (2-Carbamoyl-2-methyl-3-[4-[2-(5-methyl-2-phenyl-4-oxazolyl)ethoxy]phenyl]propionic acid). Isolated yield 90.2%. The reactants are [OH-].[Na+] (sodium hydroxide), O (water), C(N)(=O)C(C(=O)OC)(CC1=CC=C(C=C1)OCCC=1N=C(OC1C)C1=CC=CC=C1)C (Methyl 2-carbamoyl-2-methyl-3-[4-[2-(5-methyl-2-phenyl-4-oxazolyl)ethoxy]phenyl]propionate), Cl (Hydrochloric acid).